Dataset: the Open Reaction Database (ORD), a public repository of structured organic reaction records. Task: describe an organic reaction: reactants, conditions, products, and yield Starting materials: CCCCO, COc1cc2nc(N3CCN(C(=O)C4COc5ccccc5O4)CC3)nc(N)c2cc1OC, COc1cc2nc(Cl)nc(N)c2cc1OC, O=C(C1COc2ccccc2O1)N1CCNCC1. Yields the product COc1cc2nc(N3CCN(C(=O)C4COc5ccccc5O4)CC3)nc(N)c2cc1OC, Cl. As a reaction SMILES: [CH2:68]([OH:69])[CH2:70][CH2:71][CH3:72].[CH3:1][O:2][c:3]1[cH:4][c:5]2[n:6][c:7]([N:16]3[CH2:17][CH2:18][N:19]([C:22](=[O:23])[CH:24]4[CH2:25][O:26][c:27]5[cH:28][cH:29][cH:30][cH:31][c:32]5[O:33]4)[CH2:20][CH2:21]3)[n:8][c:9]([NH2:10])[c:11]2[cH:12][c:13]1[O:14][CH3:15].[Cl:52][c:53]1[n:54][c:55]([NH2:56])[c:57]2[c:58]([cH:59][c:60]([O:61][CH3:62])[c:63]([O:64][CH3:65])[cH:66]2)[n:67]1.[O:34]1[CH:35]([C:36]([N:37]2[CH2:38][CH2:39][NH:40][CH2:41][CH2:42]2)=[O:43])[CH2:44][O:45][c:46]2[cH:47][cH:48][cH:49][cH:50][c:51]21>>[CH3:1][O:2][c:3]1[cH:4][c:5]2[n:6][c:7]([N:16]3[CH2:17][CH2:18][N:19]([C:22](=[O:23])[CH:24]4[CH2:25][O:26][c:27]5[cH:28][cH:29][cH:30][cH:31][c:32]5[O:33]4)[CH2:20][CH2:21]3)[n:8][c:9]([NH2:10])[c:11]2[cH:12][c:13]1[O:14][CH3:15].[ClH:52]. Starting materials: COC(=O)NCc1cccc(Br)c1, Cc1ccccc1, CCO, [Cl-], OB(O)Oc1ccc(Cl)c(Cl)c1, [Na+], [Na+], [Na+], O=C([O-])[O-], c1ccc(P(c2ccccc2)(c2ccccc2)[Pd](P(c2ccccc2)(c2ccccc2)c2ccccc2)(P(c2ccccc2)(c2ccccc2)c2ccccc2)P(c2ccccc2)(c2ccccc2)c2ccccc2)cc1. Yields the product COC(=O)NCc1cccc(-c2ccc(Cl)c(Cl)c2)c1. Reaction SMILES: [Br:1][c:2]1[cH:3][c:4]([CH2:5][NH:6][C:7]([O:8][CH3:9])=[O:10])[cH:11][cH:12][cH:13]1.[CH3:114][c:115]1[cH:116][cH:117][cH:118][cH:119][cH:120]1.[CH3:34][CH2:35][OH:36].[Cl-:33].[Cl:20][c:21]1[cH:22][c:23]([O:28][B:29]([OH:30])[OH:31])[cH:24][cH:25][c:26]1[Cl:27].[Na+:14].[Na+:15].[Na+:32].[O-:16][C:17](=[O:18])[O-:19].[cH:37]1[cH:38][cH:39][c:40]([P:41]([Pd:42]([P:43]([c:44]2[cH:45][cH:46][cH:47][cH:48][cH:49]2)([c:50]2[cH:51][cH:52][cH:53][cH:54][cH:55]2)[c:56]2[cH:57][cH:58][cH:59][cH:60][cH:61]2)([P:62]([c:63]2[cH:64][cH:65][cH:66][cH:67][cH:68]2)([c:69]2[cH:70][cH:71][cH:72][cH:73][cH:74]2)[c:75]2[cH:76][cH:77][cH:78][cH:79][cH:80]2)[P:81]([c:82]2[cH:83][cH:84][cH:85][cH:86][cH:87]2)([c:88]2[cH:89][cH:90][cH:91][cH:92][cH:93]2)[c:94]2[cH:95][cH:96][cH:97][cH:98][cH:99]2)([c:100]2[cH:101][cH:102][cH:103][cH:104][cH:105]2)[c:106]2[cH:107][cH:108][cH:109][cH:110][cH:111]2)[cH:112][cH:113]1>>[c:2]1(-[c:23]2[cH:22][c:21]([Cl:20])[c:26]([Cl:27])[cH:25][cH:24]2)[cH:3][c:4]([CH2:5][NH:6][C:7]([O:8][CH3:9])=[O:10])[cH:11][cH:12][cH:13]1. The reactants are CC(=O)O, N=C(N)c1ccc(-c2ccc(-c3cn4c(n3)CCC(C(=N)N)C4)o2)cc1, Cc1cc(Br)cnc1N, CN(C)C=O. Product: Cc1cc(C#N)cnc1N. RXN SMILES: [C:10]([OH:11])(=[O:12])[CH3:13].[C:14]([NH2:15])([c:16]1[cH:17][cH:18][c:19](-[c:20]2[o:21][c:22](-[c:23]3[n:24][c:25]4[n:33]([cH:34]3)[CH2:32][CH:28]([C:29]([NH2:30])=[NH:31])[CH2:27][CH2:26]4)[cH:35][cH:36]2)[cH:37][cH:38]1)=[NH:39].[NH2:1][c:2]1[n:3][cH:4][c:5]([Br:9])[cH:6][c:7]1[CH3:8].[O:40]=[CH:41][N:42]([CH3:43])[CH3:44]>>[NH2:1][c:2]1[n:3][cH:4][c:5]([C:14]#[N:15])[cH:6][c:7]1[CH3:8].